From a dataset of the Open Reaction Database (ORD), a public repository of structured organic reaction records. describe an organic reaction: reactants, conditions, products, and yield Procedure: A solution of 47 g (0.20 mole)(5-methyl-4-nitroisoxazol-3-yl)phenylmethanone of Example Ia in 600 ml glacial acetic acid was added to a mixture of 360 g (1.60 moles) SnCl2.2H2O in one liter of concentrated hydrochloric acid and 200 ml acetic acid at room temperature. After stirring at room temperature overnight (about 16 hours), the reaction mixture was poured carefully into a well stirred mixture of 2400 g of 50% sodium hydroxide and 6500 ml ice with ice bath cooling. The resulting solids were ... Starting materials: CC1=C(C(=NO1)C(=O)C1=CC=CC=C1)[N+](=O)[O-] ((5-methyl-4-nitroisoxazol-3-yl)phenylmethanone), O.O.Cl[Sn]Cl (SnCl2.2H2O), [OH-].[Na+] (sodium hydroxide), ice. As a reaction SMILES: [CH3:1][C:2]1[O:6][N:5]=[C:4]([C:7]([C:9]2[CH:14]=[CH:13][CH:12]=[CH:11][CH:10]=2)=[O:8])[C:3]=1[N+:15]([O-])=O.O.O.Cl[Sn]Cl.[OH-].[Na+]>C(O)(=O)C.Cl>[NH2:15][C:3]1[C:4]([C:7]([C:9]2[CH:14]=[CH:13][CH:12]=[CH:11][CH:10]=2)=[O:8])=[N:5][O:6][C:2]=1[CH3:1] |f:1.2.3,4.5|. Run in C(C)(=O)O (acetic acid), Cl (hydrochloric acid), C(C)(=O)O (acetic acid). The product is NC=1C(=NOC1C)C(=O)C1=CC=CC=C1 ((4-Amino-5-methylisoxazol-3-yl)phenylmethanone). The yield is 65.0%. Reaction conditions: time 16 hour. Reactants: C(C1=CC=CC=C1)C1=NC2=C(N1C(C(=O)NC1CCCCC1)C1CCCCC1)C=C(C(=C2)F)Cl (2-(2-Benzyl-6-chloro-5-fluoro-benzoimidazol-1-yl)-2,N-dicyclohexyl-acetamide), ClC=1C=C(C=CC1)CC(=O)O ((3-chloro-phenyl)-acetic acid), C1(CCCCC1)C(C(=O)O)OC (cyclohexyl-methoxy-acetic acid), C1(CCCCC1)C=O (cyclohexanecarbaldehyde), S1CCC(CC1)CC=O (tetrahydro-2H-thiopyran-4-acetaldehyde). Yields the product ClC=1C(=CC2=C(OCO2)C1)C(C(=O)NC1CCCCC1)N1C(=NC2=C1C=C(C(=C2)F)Cl)C(OC)C2CCCCC2 (2-(6-Chloro-benzo[1,3]dioxol-5-yl)-2-[6-chloro-2-(cyclohexyl-methoxy-methyl)-5-fluoro-benzoimidazol-1-yl]-N-cyclohexyl-acetamide). As a reaction SMILES: [CH2:1]([C:8]1[N:12]([CH:13]([CH:23]2[CH2:28][CH2:27][CH2:26][CH2:25][CH2:24]2)[C:14]([NH:16][CH:17]2[CH2:22][CH2:21][CH2:20][CH2:19][CH2:18]2)=[O:15])[C:11]2[CH:29]=[C:30]([Cl:34])[C:31]([F:33])=[CH:32][C:10]=2[N:9]=1)[C:2]1[CH:7]=[CH:6][CH:5]=[CH:4][CH:3]=1.C1([CH:41]=[O:42])CCCCC1.S1CCC(CC=O)CC1.[Cl:52]C1C=C(CC(O)=O)C=CC=1.C1(C(OC)[C:70]([OH:72])=[O:71])CCCCC1>>[Cl:52][C:24]1[C:23]([CH:13]([N:12]2[C:11]3[CH:29]=[C:30]([Cl:34])[C:31]([F:33])=[CH:32][C:10]=3[N:9]=[C:8]2[CH:1]([CH:2]2[CH2:7][CH2:6][CH2:5][CH2:4][CH2:3]2)[O:42][CH3:41])[C:14]([NH:16][CH:17]2[CH2:18][CH2:19][CH2:20][CH2:21][CH2:22]2)=[O:15])=[CH:28][C:27]2[O:72][CH2:70][O:71][C:26]=2[CH:25]=1. Reported procedure: The title compound was prepared in analogy to Example 1, replacing (2-amino-4,5-difluoro-phenyl)-carbamic acid tert-butyl ester with (2-amino-4-chloro-5-fluoro-phenyl)-carbamic acid tert-butyl ester (([CAS RN 579474-50-3]), Example 47), cyclohexanecarbaldehyde with tetrahydro-2H-thiopyran-4-acetaldehyde ([CAS RN 372159-78-9]) and (3-chloro-phenyl)-acetic acid with DL-cyclohexyl-methoxy-acetic acid ([CAS RN 15540-18-8]). MS (ISP): 590.3 [M+H]+. Starting materials: CCO, CCOC(C)=O, O=[N+]([O-])c1ccc(CNC2CCC(C(c3ccccc3)c3ccccc3)OC2)cc1. The product is Nc1ccc(CNC2CCC(C(c3ccccc3)c3ccccc3)OC2)cc1. RXN SMILES: [CH3:31][CH2:32][OH:33].[CH3:34][CH2:35][O:36][C:37]([CH3:38])=[O:39].[CH:1]([c:2]1[cH:3][cH:4][cH:5][cH:6][cH:7]1)([c:8]1[cH:9][cH:10][cH:11][cH:12][cH:13]1)[CH:14]1[CH2:15][CH2:16][CH:17]([NH:20][CH2:21][c:22]2[cH:23][cH:24][c:25]([N+:28]([O-:29])=[O:30])[cH:26][cH:27]2)[CH2:18][O:19]1>>[CH:1]([c:2]1[cH:3][cH:4][cH:5][cH:6][cH:7]1)([c:8]1[cH:9][cH:10][cH:11][cH:12][cH:13]1)[CH:14]1[CH2:15][CH2:16][CH:17]([NH:20][CH2:21][c:22]2[cH:23][cH:24][c:25]([NH2:28])[cH:26][cH:27]2)[CH2:18][O:19]1. The reactants are CC(C)(C)OC(=O)N1CCC(COc2ccccc2N)CC1, CN=C=O, CCOC(C)=O, N, C1CCOC1, O. The product is CNC(=O)Nc1ccccc1OCC1CCN(C(=O)OC(C)(C)C)CC1. Reaction SMILES: [C:1]([CH3:2])([CH3:3])([CH3:4])[O:5][C:6](=[O:7])[N:8]1[CH2:9][CH2:10][CH:11]([CH2:14][O:15][c:16]2[c:17]([NH2:22])[cH:18][cH:19][cH:20][cH:21]2)[CH2:12][CH2:13]1.[CH3:23][N:24]=[C:25]=[O:26].[CH3:29][CH2:30][O:31][C:32](=[O:33])[CH3:34].[NH3:28].[O:35]1[CH2:36][CH2:37][CH2:38][CH2:39]1.[OH2:27]>>[C:1]([CH3:2])([CH3:3])([CH3:4])[O:5][C:6](=[O:7])[N:8]1[CH2:9][CH2:10][CH:11]([CH2:14][O:15][c:16]2[c:17]([NH:22][C:25]([NH:24][CH3:23])=[O:26])[cH:18][cH:19][cH:20][cH:21]2)[CH2:12][CH2:13]1. Starting materials: CCO, Oc1c(CN2CCOCC2)ccc2ccccc12. The product is Cc1ccc2ccccc2c1O. RXN SMILES: [CH3:19][CH2:20][OH:21].[O:1]1[CH2:2][CH2:3][N:4]([CH2:7][c:8]2[c:9]([OH:18])[c:10]3[cH:11][cH:12][cH:13][cH:14][c:15]3[cH:16][cH:17]2)[CH2:5][CH2:6]1>>[CH3:7][c:8]1[c:9]([OH:18])[c:10]2[cH:11][cH:12][cH:13][cH:14][c:15]2[cH:16][cH:17]1. Reactants: C(CC(=O)[O-])(=O)OC.[K+] (potassium methyl malonate), C[Mg]Cl (methyl magnesium chloride), ClC1=C(C(=O)Cl)C=C(C(=C1)F)F (2-chloro-4,5-difluorobenzoyl chloride). Solvent: O1CCCC1 (tetrahydrofuran). Conditions: temperature 32 celsius, time 0.5 hour. Yields the product COC(CC(=O)C1=C(C=C(C(=C1)F)F)Cl)=O (Methyl-3-(2-chloro-4,5-difluorophenyl)-3-oxopropionate). Yield: 91.4%. RXN SMILES: [C:1]([O:7][CH3:8])(=[O:6])[CH2:2][C:3]([O-])=[O:4].[K+].C[Mg]Cl.[Cl:13][C:14]1[CH:22]=[C:21]([F:23])[C:20]([F:24])=[CH:19][C:15]=1C(Cl)=O>O1CCCC1>[CH3:8][O:7][C:1](=[O:6])[CH2:2][C:3]([C:15]1[CH:19]=[C:20]([F:24])[C:21]([F:23])=[CH:22][C:14]=1[Cl:13])=[O:4] |f:0.1|. Procedure details: A 400 liter glass-lined reactor was charged with 257 liters of tetrahydrofuran and 32.05 kg (205.2 moles, 2.1 eq) of potassium methyl malonate. While the reaction mixture was cooled to maintain the temperature below 40° C., 82.5 liters of 2.4M (198 moles, 2.02 eq) methyl magnesium chloride were added over about 1.5 hours. The addition resulted in a thick slurry of the malonate magnesium complex. The slurry was stirred for 0.5 hours at about 32° C. Then 2-chloro-4,5-difluorobenzoyl chloride (20.7...